Dataset: the Open Reaction Database (ORD), a public repository of structured organic reaction records. Task: describe an organic reaction: reactants, conditions, products, and yield Reaction SMILES: [O:1]1[CH2:3][C@H:2]1[CH2:4][O:5][C:6]1[CH:14]=[CH:13][CH:12]=[C:11]2[C:7]=1[CH:8]=[CH:9][NH:10]2.[OH:15][C:16]1([C:22]2[CH:31]=[CH:30][C:29]3[C:24](=[CH:25][CH:26]=[C:27]([O:32][CH2:33][C:34]4[CH:39]=[CH:38][CH:37]=[CH:36][CH:35]=4)[CH:28]=3)[CH:23]=2)[CH2:21][CH2:20][NH:19][CH2:18][CH2:17]1>>[NH:10]1[C:11]2[C:7](=[C:6]([O:5][CH2:4][C@@H:2]([OH:1])[CH2:3][N:19]3[CH2:20][CH2:21][C:16]([OH:15])([C:22]4[CH:31]=[CH:30][C:29]5[C:24](=[CH:25][CH:26]=[C:27]([O:32][CH2:33][C:34]6[CH:35]=[CH:36][CH:37]=[CH:38][CH:39]=6)[CH:28]=5)[CH:23]=4)[CH2:17][CH2:18]3)[CH:14]=[CH:13][CH:12]=2)[CH:8]=[CH:9]1. The yield is 82.5%. The reactants are O1[C@@H](C1)COC1=C2C=CNC2=CC=C1 ((S)-(+)-4-(oxiranylmethoxy)-1H-indole), OC1(CCNCC1)C1=CC2=CC=C(C=C2C=C1)OCC1=CC=CC=C1 (4-hydroxy-4-(6-benzyloxynaphth-2-yl)piperidine). Procedure details: Beginning with 0.170 gm (0.90 mmol) (S)-(+)-4-(oxiranylmethoxy)-1H-indole and 0.300 gm (0.90 mMol) 4-hydroxy-4-(6-benzyloxynaphth-2-yl)piperidine, 0.388 gm (83%) of the title compound were recovered as a white solid by the procedure described in Example 9. Yields the product N1C=CC2=C(C=CC=C12)OC[C@H](CN1CCC(CC1)(C1=CC2=CC=C(C=C2C=C1)OCC1=CC=CC=C1)O)O ((2S)-(-)-1-(4-indolyloxy)-3-[4-hydroxy-4-(6-benzyloxynaphth-2-yl)piperidine-1-yl]-2-propanol). Reactants: C(C)(=O)[O-].[Na+] (sodium acetate), CC=1C=NC=C(C1)C=1N(C=C(N1)C(F)(F)F)C1=CC=C(C=C1)S(=O)(=O)C (3-methyl-5-[1-[4-(methylsulfonyl)phenyl]-4-(trifluoromethyl)-1H-imidazol-2-yl]pyridine), C(C)B(CC)CC (triethylborane), NOS(=O)(=O)O (hydroxylamine-O-sulfonic acid). Run in O (water), C1CCOC1 (THF), C1CCOC1 (THF). Reaction conditions: temperature 0 celsius, time 15 minute. Yields the product CC=1C=C(C=NC1)C=1N(C=C(N1)C(F)(F)F)C1=CC=C(C=C1)S(=O)(=O)N (4-[2-(5-methylpyridin-3-yl)-4-(trifluoromethyl) -1H-imidazol-1-yl]benzenesulfonamide). The yield is 9.6%. As a reaction SMILES: [CH3:1][C:2]1[CH:3]=[N:4][CH:5]=[C:6]([C:8]2[N:9]([C:17]3[CH:22]=[CH:21][C:20]([S:23](C)(=[O:25])=[O:24])=[CH:19][CH:18]=3)[CH:10]=[C:11]([C:13]([F:16])([F:15])[F:14])[N:12]=2)[CH:7]=1.C(B(CC)CC)C.C([O-])(=O)C.[Na+].[NH2:39]OS(O)(=O)=O>C1COCC1.O>[CH3:1][C:2]1[CH:7]=[C:6]([C:8]2[N:9]([C:17]3[CH:22]=[CH:21][C:20]([S:23]([NH2:39])(=[O:25])=[O:24])=[CH:19][CH:18]=3)[CH:10]=[C:11]([C:13]([F:16])([F:15])[F:14])[N:12]=2)[CH:5]=[N:4][CH:3]=1 |f:2.3|. Procedure: To a solution of 3-methyl-5-[1-[4-(methylsulfonyl)phenyl]-4-(trifluoromethyl)-1H-imidazol-2-yl]pyridine (Example 41) (1.9 mmol) in 25 mL of dry THF was added n-Bu4MgCl (3.8 mL of 2.0M THF solution, 7.5 mmol) slowly at 0° C. After stirring for additional 15 minutes, the solution was stirred at room temperature for 2 hours. The reaction mixture was re-cooled to 0° C. and triethylborane (9.5 mL of 1.0M THF solution, 9.5 mmol) was added. After stirring at for 2 hours, the mixture was heated to reflu... Starting materials: COC(=O)c1cc(C2CCOC2)c(C(F)(F)F)cc1N, O=C(Cl)Oc1ccc(Cl)cc1, C1COCCO1. The product is COC(=O)c1cc(C2CCOC2)c(C(F)(F)F)cc1NC(=O)Oc1ccc(Cl)cc1. As a reaction SMILES: [CH3:12][O:13][C:14]([c:15]1[c:16]([NH2:30])[cH:17][c:18]([C:26]([F:27])([F:28])[F:29])[c:19]([CH:21]2[CH2:22][O:23][CH2:24][CH2:25]2)[cH:20]1)=[O:31].[Cl:1][C:2](=[O:3])[O:4][c:5]1[cH:6][cH:7][c:8]([Cl:11])[cH:9][cH:10]1.[O:32]1[CH2:33][CH2:34][O:35][CH2:36][CH2:37]1>>[C:2](=[O:3])([O:4][c:5]1[cH:6][cH:7][c:8]([Cl:11])[cH:9][cH:10]1)[NH:30][c:16]1[c:15]([C:14]([O:13][CH3:12])=[O:31])[cH:20][c:19]([CH:21]2[CH2:22][O:23][CH2:24][CH2:25]2)[c:18]([C:26]([F:27])([F:28])[F:29])[cH:17]1. Starting materials: O=C([O-])[O-], COC(OC)c1ccc([N+](=O)[O-])c(F)c1, CN(C)C=O, CCOC(C)=O, [Cs+], [Cs+], NC(=O)c1sc(N)nc1-c1cccc(Cl)c1, O. Yields the product COC(OC)c1ccc([N+](=O)[O-])c(Nc2nc(-c3cccc(Cl)c3)c(C(N)=O)s2)c1. As a reaction SMILES: [C:32](=[O:33])([O-:34])[O-:35].[CH3:17][O:18][CH:19]([c:20]1[cH:21][c:22]([F:29])[c:23]([N+:26](=[O:27])[O-:28])[cH:24][cH:25]1)[O:30][CH3:31].[CH3:38][N:39]([CH3:40])[CH:41]=[O:42].[CH3:43][CH2:44][O:45][C:46](=[O:47])[CH3:48].[Cs+:36].[Cs+:37].[NH2:1][c:2]1[s:3][c:4]([C:14](=[O:15])[NH2:16])[c:5](-[c:7]2[cH:8][c:9]([Cl:13])[cH:10][cH:11][cH:12]2)[n:6]1.[OH2:49]>>[NH:1]([c:2]1[s:3][c:4]([C:14](=[O:15])[NH2:16])[c:5](-[c:7]2[cH:8][c:9]([Cl:13])[cH:10][cH:11][cH:12]2)[n:6]1)[c:22]1[cH:21][c:20]([CH:19]([O:18][CH3:17])[O:30][CH3:31])[cH:25][cH:24][c:23]1[N+:26](=[O:27])[O-:28]. Starting materials: CCS, COS(=O)(=O)[O-], CN(C)C=O, CC(C)[N+]1(C)CCC(Oc2ccc3c(c2)cc(C(=O)N2CCC(F)(F)CC2)n3C)CC1, [LiH]. Product: CC(C)N1CCC(Oc2ccc3c(c2)cc(C(=O)N2CCC(F)(F)CC2)n3C)CC1. RXN SMILES: [CH2:39]([SH:40])[CH3:41].[CH3:32][O:33][S:34]([O-:35])(=[O:36])=[O:37].[CH3:42][N:43]([CH3:44])[CH:45]=[O:46].[F:1][C:2]1([F:31])[CH2:3][CH2:4][N:5]([C:8](=[O:9])[c:10]2[n:11]([CH3:30])[c:12]3[cH:13][cH:14][c:15]([O:19][CH:20]4[CH2:21][CH2:22][N+:23]([CH3:26])([CH:27]([CH3:28])[CH3:29])[CH2:24][CH2:25]4)[cH:16][c:17]3[cH:18]2)[CH2:6][CH2:7]1.[LiH:38]>>[F:1][C:2]1([F:31])[CH2:3][CH2:4][N:5]([C:8](=[O:9])[c:10]2[n:11]([CH3:30])[c:12]3[cH:13][cH:14][c:15]([O:19][CH:20]4[CH2:21][CH2:22][N:23]([CH:27]([CH3:28])[CH3:29])[CH2:24][CH2:25]4)[cH:16][c:17]3[cH:18]2)[CH2:6][CH2:7]1.